Dataset: the Open Reaction Database (ORD), a public repository of structured organic reaction records. Task: describe an organic reaction: reactants, conditions, products, and yield The reactants are C(C)(C)(C)NC(=O)C1=CN(C2=NC=C(N=C21)N2N=CC1=CC=C(C=C21)C(F)(F)F)COCC[Si](C)(C)C (N-tert-butyl-2-(6-(trifluoromethyl)-1H-indazol-1-yl)-5-((2-(trimethylsilyl)ethoxy)methyl)-5H-pyrrolo[2,3-b]pyrazine-7-carboxamide), FC(C(=O)O)(F)F (trifluoroacetic acid). Solvent: ClCCl (dichloromethane). Reaction conditions: time 15 hour. The product is C(C)(C)(C)NC(=O)C1=CNC2=NC=C(N=C21)N2N=CC1=CC=C(C=C21)C(F)(F)F (2-(6-trifluoromethyl-indazol-1-yl)-5H-pyrrolo[2,3-b]pyrazine-7-carboxylic acid tert-butylamide). Isolated yield 26.2%. As a reaction SMILES: [C:1]([NH:5][C:6]([C:8]1[C:16]2[C:11](=[N:12][CH:13]=[C:14]([N:17]3[C:25]4[C:20](=[CH:21][CH:22]=[C:23]([C:26]([F:29])([F:28])[F:27])[CH:24]=4)[CH:19]=[N:18]3)[N:15]=2)[N:10](COCC[Si](C)(C)C)[CH:9]=1)=[O:7])([CH3:4])([CH3:3])[CH3:2].FC(F)(F)C(O)=O>ClCCl>[C:1]([NH:5][C:6]([C:8]1[C:16]2[C:11](=[N:12][CH:13]=[C:14]([N:17]3[C:25]4[C:20](=[CH:21][CH:22]=[C:23]([C:26]([F:27])([F:29])[F:28])[CH:24]=4)[CH:19]=[N:18]3)[N:15]=2)[NH:10][CH:9]=1)=[O:7])([CH3:4])([CH3:2])[CH3:3]. Reported procedure: To a stirred solution of N-tert-butyl-2-(6-(trifluoromethyl)-1H-indazol-1-yl)-5-((2-(trimethylsilyl)ethoxy)methyl)-5H-pyrrolo[2,3-b]pyrazine-7-carboxamide (110 mg, 207 μmol) in dichloromethane (3 mL) was added trifluoroacetic acid (1 mL). After 15 h, the mixture was concentrated in vacuo then 25 mL of a Jan. 10, 1960 mixture of ammonium hydroxide/methanol/dichloromethane added. After 1 h the mixture was concentrated in vacuo. Purification by chromatography (silica, 24 g Analogix column, 0-4% ove... Reactants: C1(=CC=CC=C1)CNC1=C(C=CC2=C1COCC1=C2C(=C(C(=C1)OC)OC)OC)OC (N-phenylmethyl-3,9,10,11-tetramethoxy-5,7-dihydrodibenzo[c,e]oxepin-4-amine), steel. The reagents and catalysts are [Pd] (palladium on charcoal). Solvent: C(C)(=O)OCC (ethyl acetate). Product: COC=1C=CC2=C(COCC3=C2C(=C(C(=C3)OC)OC)OC)C1N (3,9,10,11-Tetramethoxy-5,7-dihydrodibenzo[c,e]oxepin-4-amine). The yield is 24.1%. RXN SMILES: C1(C[NH:8][C:9]2[C:14]3[CH2:15][O:16][CH2:17][C:18]4[CH:23]=[C:22]([O:24][CH3:25])[C:21]([O:26][CH3:27])=[C:20]([O:28][CH3:29])[C:19]=4[C:13]=3[CH:12]=[CH:11][C:10]=2[O:30][CH3:31])C=CC=CC=1>[Pd].C(OCC)(=O)C>[CH3:31][O:30][C:10]1[CH:11]=[CH:12][C:13]2[C:19]3[C:20]([O:28][CH3:29])=[C:21]([O:26][CH3:27])[C:22]([O:24][CH3:25])=[CH:23][C:18]=3[CH2:17][O:16][CH2:15][C:14]=2[C:9]=1[NH2:8]. Reported procedure: The N-phenylmethyl-3,9,10,11-tetramethoxy-5,7-dihydrodibenzo[c,e]oxepin-4-amine (45.3 mg) and palladium on charcoal (10% w/w; 2.3 mg) in ethyl acetate (3 mL) in a steel autoclave was stirred under hydrogen (2 bar) for 2.5 hours. The mixture was then passed through a plug of alumina and concentrated in vacuo to afford a green oil. Column chromatography, eluting with chloroform-methanol 49:1), afforded the title compound as a pale orange gum (8.6 mg, 24%); High Resolution Mass Spectrometry Found: ... Reactants: C1OC=2C=C(C=CC2O1)C(CCCC1=CC(=C(C(=C1)OC)OC)OC)O (1-(3,4-methylenedioxyphenyl)-4-(3,4,5-trimethoxyphenyl)butan-1-ol). Reagents/catalysts: [Pd](Cl)Cl (palladium chloride). Solvent: C(C)(=O)OCC (ethyl acetate). Reaction conditions: time 15 hour. The product is C1OC=2C=C(C=CC2O1)CCCCC1=CC(=C(C(=C1)OC)OC)OC (1-(3,4-methylenedioxyphenyl)-4-(3,4,5-trimethoxyphenyl)butane), oil. The yield is 81.0%. Reaction SMILES: [CH2:1]1[O:9][C:8]2[CH:7]=[CH:6][C:5]([CH:10](O)[CH2:11][CH2:12][CH2:13][C:14]3[CH:19]=[C:18]([O:20][CH3:21])[C:17]([O:22][CH3:23])=[C:16]([O:24][CH3:25])[CH:15]=3)=[CH:4][C:3]=2[O:2]1>C(OCC)(=O)C.[Pd](Cl)Cl>[CH2:1]1[O:9][C:8]2[CH:7]=[CH:6][C:5]([CH2:10][CH2:11][CH2:12][CH2:13][C:14]3[CH:15]=[C:16]([O:24][CH3:25])[C:17]([O:22][CH3:23])=[C:18]([O:20][CH3:21])[CH:19]=3)=[CH:4][C:3]=2[O:2]1. Procedure: Dissolved in 20 ml of ethyl acetate were 500 mg (1.39 mmol) of 1-(3,4-methylenedioxyphenyl)-4-(3,4,5-trimethoxyphenyl)butan-1-ol, followed by the addition of 5 mg of palladium chloride. The resulting mixture was stirred at room temperature for 15 hours under a hydrogen atmosphere of 1 atm. Insoluble matter was removed by filtration and the filtrate was then concentrated. The concentrate thus obtained was purified by column chromatography (silica gel: "MERCK #9385", 50 g, eluent: 1:5 mixed solven... The reactants are ClCS(=O)(=O)C1=CC=C(C=C1)C (1-chloromethanesulfonyl-4-methyl-benzene), C(C1=CC=CC=C1)OC=1C(NC=CC1)=O (3-Benzyloxy-1H-pyridin-2-one), C(=O)([O-])[O-].[Cs+].[Cs+] (Cs2CO3), ClCS(=O)(=O)C1=CC=C(C=C1)C (1-chloromethanesulfonyl-4-methyl-benzene). The solvent is CN(C)C=O (DMF). Run at temperature 95 celsius, time 18 hour. The product is C(C1=CC=CC=C1)OC=1C(N(C=CC1)CS(=O)(=O)C1=CC=C(C=C1)C)=O (3-Benzyloxy-1-(toluene-4-sulfonylmethyl)-1H-pyridin-2-one). Reaction SMILES: [CH2:1]([O:8][C:9]1[C:10](=[O:15])[NH:11][CH:12]=[CH:13][CH:14]=1)[C:2]1[CH:7]=[CH:6][CH:5]=[CH:4][CH:3]=1.C([O-])([O-])=O.[Cs+].[Cs+].Cl[CH2:23][S:24]([C:27]1[CH:32]=[CH:31][C:30]([CH3:33])=[CH:29][CH:28]=1)(=[O:26])=[O:25]>CN(C=O)C>[CH2:1]([O:8][C:9]1[C:10](=[O:15])[N:11]([CH2:23][S:24]([C:27]2[CH:32]=[CH:31][C:30]([CH3:33])=[CH:29][CH:28]=2)(=[O:25])=[O:26])[CH:12]=[CH:13][CH:14]=1)[C:2]1[CH:3]=[CH:4][CH:5]=[CH:6][CH:7]=1 |f:1.2.3|. Procedure: To a suspension of 3-benzyloxy-1H-pyridin-2-one (0.22 g, 1.1 mmol) from step A and Cs2CO3 (0.72 g, 2.2 mmol) in dry DMF (5 mL) was added 1-chloromethanesulfonyl-4-methyl-benzene (0.31 g, 1.54 mmol). The reaction mixture was heated at 95° C. overnight and then additional 1-chloromethanesulfonyl-4-methyl-benzene (0.22 g, 1.1 mmol) was added. The reaction mixture was stirred for another 18 h. After the usual work-up, the crude material was purified by chromatography (silica gel, 40% EtOAc/hexanes) ... Reactants: C(C)OC(C(C(=O)NCC(C(F)(F)F)(F)F)(C)O)=O (2-hydroxy-2-methyl-N-(2,2,3,3,3-pentafluoro-propyl)-malonamic acid ethyl ester), [OH-].[Li+] (lithium hydroxide). Yields the product OC(C(=O)O)(C(=O)NCC(C(F)(F)F)(F)F)C (2-Hydroxy-2-methyl-N-(2,2,3,3,3-pentafluoro-propyl)-malonamic acid). Reaction conditions: time 8 hour. Reaction SMILES: C([O:3][C:4](=[O:19])[C:5]([OH:18])([CH3:17])[C:6]([NH:8][CH2:9][C:10]([F:16])([F:15])[C:11]([F:14])([F:13])[F:12])=[O:7])C.[OH-].[Li+]>O1CCCC1.O>[OH:18][C:5]([CH3:17])([C:6]([NH:8][CH2:9][C:10]([F:15])([F:16])[C:11]([F:12])([F:14])[F:13])=[O:7])[C:4]([OH:19])=[O:3] |f:1.2|. Solvent: O1CCCC1 (tetrahydrofurane), O (water). Procedure details: To a solution of 2.91 g (9.93 mmol) 2-hydroxy-2-methyl-N-(2,2,3,3,3-pentafluoro-propyl)-malonamic acid ethyl ester in 50 ml of tetrahydrofurane were added 0.42 g (9,92 mmol) of lithium hydroxide in 20 ml of water and the mixture was stirred overnight at room temperature. After concentration in vacuo water (50 ml) was added and the mixture was acidified to pH 1. Extraction with ethylacetate gave 2.46 g (94%) of the title compound as a solid, MS m/e (%): 263.9 (M−H, 100). Isolated yield 93.4%. Yields the product CNC(=O)C(=NOC)c1ccccc1COc1cccnc1Cl. Reaction SMILES: [CH3:31][OH:32].[CH3:33][NH2:34].[CH3:36][N:37]([CH3:38])[CH:39]=[O:40].[Cl:1][CH2:2][CH2:3][Cl:4].[Cl:9][c:10]1[n:11][cH:12][cH:13][cH:14][c:15]1[O:16][CH2:17][c:18]1[c:19]([C:24]([C:25](=[O:26])[OH:27])=[N:28][O:29][CH3:30])[cH:20][cH:21][cH:22][cH:23]1.[OH2:35].[S:5]([Cl:6])([Cl:7])=[O:8]>>[Cl:9][c:10]1[n:11][cH:12][cH:13][cH:14][c:15]1[O:16][CH2:17][c:18]1[c:19]([C:24]([C:25](=[O:27])[NH:34][CH3:33])=[N:28][O:29][CH3:30])[cH:20][cH:21][cH:22][cH:23]1. Reactants: CO, CN, CN(C)C=O, ClCCCl, CON=C(C(=O)O)c1ccccc1COc1cccnc1Cl, O, O=S(Cl)Cl. Starting materials: FC1=C(C=CC=C1)C=CC1=[N+](C=CC=C1)[O-] (2-[2-(2-fluoro-phenyl)-vinyl]-pyridine 1-oxide), COS(=O)(=O)OC (dimethylsulfate), [C-]#N.[Na+] (NaCN). Yields the product FC1=C(C=CC=C1)C=CC1=CC=CC(=N1)C#N (6-[2-(2-Fluoro-phenyl)-vinyl]-pyridine-2-carbonitrile). RXN SMILES: [F:1][C:2]1[CH:7]=[CH:6][CH:5]=[CH:4][C:3]=1[CH:8]=[CH:9][C:10]1[CH:15]=[CH:14][CH:13]=[CH:12][N+:11]=1[O-].COS(OC)(=O)=O.[C-:24]#[N:25].[Na+]>>[F:1][C:2]1[CH:7]=[CH:6][CH:5]=[CH:4][C:3]=1[CH:8]=[CH:9][C:10]1[N:11]=[C:12]([C:24]#[N:25])[CH:13]=[CH:14][CH:15]=1 |f:2.3|. Reported procedure: Following the general method described in example 2b, 2-[2-(2-fluoro-phenyl)-vinyl]-pyridine 1-oxide was reacted first with dimethylsulfate and then with NaCN. After extraction and crystallisation the title compound was obtained as a brown crystalline material. MS: m/e=224 (M+). The reactants are Cn1ncc(Br)c1-c1cc(C(=O)O)sc1Cl, CC(C)(C)OC(=O)NC(Cc1ccccc1C(F)(F)F)C(=O)O, CCN(C(C)C)C(C)C, ClC(Cl)Cl, NC(Cc1ccc(F)cc1)CN1C(=O)c2ccccc2C1=O. Yields the product Cn1ncc(Br)c1-c1cc(C(=O)NC(Cc2ccc(F)cc2)CN2C(=O)c3ccccc3C2=O)sc1Cl. RXN SMILES: [Br:1][c:2]1[cH:3][n:4][n:5]([CH3:16])[c:6]1-[c:7]1[cH:8][c:9]([C:13](=[O:14])[OH:15])[s:10][c:11]1[Cl:12].[CH3:39][C:40]([O:41][C:42]([NH:43][CH:44]([C:45]([OH:46])=[O:47])[CH2:48][c:49]1[cH:50][cH:51][cH:52][cH:53][c:54]1[C:55]([F:56])([F:57])[F:58])=[O:59])([CH3:60])[CH3:61].[CH:62]([N:63]([CH2:64][CH3:65])[CH:66]([CH3:67])[CH3:68])([CH3:69])[CH3:70].[CH:71]([Cl:72])([Cl:73])[Cl:74].[NH2:17][CH:18]([CH2:19][N:20]1[C:21](=[O:30])[c:22]2[cH:23][cH:24][cH:25][cH:26][c:27]2[C:28]1=[O:29])[CH2:31][c:32]1[cH:33][cH:34][c:35]([F:38])[cH:36][cH:37]1>>[Br:1][c:2]1[cH:3][n:4][n:5]([CH3:16])[c:6]1-[c:7]1[cH:8][c:9]([C:13](=[O:15])[NH:17][CH:18]([CH2:19][N:20]2[C:21](=[O:30])[c:22]3[cH:23][cH:24][cH:25][cH:26][c:27]3[C:28]2=[O:29])[CH2:31][c:32]2[cH:33][cH:34][c:35]([F:38])[cH:36][cH:37]2)[s:10][c:11]1[Cl:12].